From a dataset of the Open Reaction Database (ORD), a public repository of structured organic reaction records. describe an organic reaction: reactants, conditions, products, and yield Starting materials: ClCCCl, COc1ccccc1C(=O)O, Nc1c[nH]nc1C(=O)Nc1ccc(F)cc1, CN(C)C=O, On1nnc2ccccc21. The product is COc1ccccc1C(=O)Nc1c[nH]nc1C(=O)Nc1ccc(F)cc1. Reaction SMILES: [CH2:28]([Cl:29])[CH2:30][Cl:31].[CH3:1][O:2][c:3]1[c:4]([C:5](=[O:6])[OH:7])[cH:8][cH:9][cH:10][cH:11]1.[F:12][c:13]1[cH:14][cH:15][c:16]([NH:19][C:20](=[O:21])[c:22]2[n:23][nH:24][cH:25][c:26]2[NH2:27])[cH:17][cH:18]1.[O:42]=[CH:43][N:44]([CH3:45])[CH3:46].[OH:32][n:33]1[c:34]2[c:35]([cH:36][cH:37][cH:38][cH:39]2)[n:40][n:41]1>>[CH3:1][O:2][c:3]1[c:4]([C:5](=[O:7])[NH:27][c:26]2[c:22]([C:20]([NH:19][c:16]3[cH:15][cH:14][c:13]([F:12])[cH:18][cH:17]3)=[O:21])[n:23][nH:24][cH:25]2)[cH:8][cH:9][cH:10][cH:11]1. Starting materials: BrB(Br)Br, ClCCl, O, COc1ccc(S(=O)(=O)c2ccccc2)cc1. As a reaction SMILES: [B:18]([Br:19])([Br:20])[Br:21].[CH2:23]([Cl:24])[Cl:25].[OH2:22].[c:1]1([S:7](=[O:8])(=[O:9])[c:10]2[cH:11][cH:12][c:13]([O:16][CH3:17])[cH:14][cH:15]2)[cH:2][cH:3][cH:4][cH:5][cH:6]1>>[c:1]1([S:7](=[O:8])(=[O:9])[c:10]2[cH:11][cH:12][c:13]([OH:16])[cH:14][cH:15]2)[cH:2][cH:3][cH:4][cH:5][cH:6]1. Yields the product O=S(=O)(c1ccccc1)c1ccc(O)cc1. Starting materials: ClC1=C(C=C(N)C=C1)C1=NC=CC=C1 (4-chloro-3-(pyridin-2-yl)aniline), OC(CS(=O)(=O)C1=CC(=C(C(=O)O)C=C1)C)C (4-(2-hydroxypropylsulfonyl)-2-methylbenzoic acid). Yields the product ClC1=C(C=C(C=C1)NC(C1=C(C=C(C=C1)S(=O)(=O)CC(C)O)C)=O)C1=NC=CC=C1 (N-(4-chloro-3-(pyridin-2-yl)phenyl)-4-(2-hydroxypropylsulfonyl)-2-methylbenzamide). Procedure details: 2 g of 4-bromo-2-methylbenzonitrile was reacted with 1-mercapto-2-propanol via Procedure Q to afford 4-(2-hydroxypropylthio)-2-methylbenzonitrile. 950 mg of 4-(2-hydroxypropylthio)-2-methylbenzonitrile was reacted via Procedure T to give 4-(2-hydroxypropylthio)-2-methylbenzoic acid. 1.0 g of 4-(2-hydroxypropylthio)-2-methylbenzoic acid was reacted via Procedure R to give 4-(2-hydroxypropylsulfonyl)-2-methylbenzoic acid. 100 mg of 4-chloro-3-(pyridin-2-yl)aniline was coupled to 4-(2-hydroxypropyl... RXN SMILES: [Cl:1][C:2]1[CH:8]=[CH:7][C:5]([NH2:6])=[CH:4][C:3]=1[C:9]1[CH:14]=[CH:13][CH:12]=[CH:11][N:10]=1.[OH:15][CH:16]([CH3:31])[CH2:17][S:18]([C:21]1[CH:29]=[CH:28][C:24]([C:25](O)=[O:26])=[C:23]([CH3:30])[CH:22]=1)(=[O:20])=[O:19]>>[Cl:1][C:2]1[CH:8]=[CH:7][C:5]([NH:6][C:25](=[O:26])[C:24]2[CH:28]=[CH:29][C:21]([S:18]([CH2:17][CH:16]([OH:15])[CH3:31])(=[O:20])=[O:19])=[CH:22][C:23]=2[CH3:30])=[CH:4][C:3]=1[C:9]1[CH:14]=[CH:13][CH:12]=[CH:11][N:10]=1. Starting materials: C1(CCCCC1)C(=O)N (cyclohexanecarboxamide), ClCC(=O)CCl (1,3-dichloroacetone). The product is ClCC=1N=C(OC1)C1CCCCC1 (4-chloromethyl-2-cyclohexyloxazole). Isolated yield 2.7%. RXN SMILES: [CH:1]1([C:7]([NH2:9])=[O:8])[CH2:6][CH2:5][CH2:4][CH2:3][CH2:2]1.[Cl:10][CH2:11][C:12]([CH2:14]Cl)=O>>[Cl:10][CH2:11][C:12]1[N:9]=[C:7]([CH:1]2[CH2:6][CH2:5][CH2:4][CH2:3][CH2:2]2)[O:8][CH:14]=1. Procedure: In substantially the same manner as in Reference Example 31, cyclohexanecarboxamide was allowed to react with 1,3-dichloroacetone to give 4-chloromethyl-2-cyclohexyloxazole as an oily product. The yield was 2.7%.